Dataset: the Open Reaction Database (ORD), a public repository of structured organic reaction records. Task: describe an organic reaction: reactants, conditions, products, and yield Reactants: CCC=Cc1ccc(-c2ccc(OCC)c(F)c2F)[se]1, CCOC(C)=O. Yields the product CCCCc1ccc(-c2ccc(OCC)c(F)c2F)[se]1. Reaction SMILES: [CH2:1]([CH3:2])[O:3][c:4]1[c:5]([F:20])[c:6]([F:19])[c:7](-[c:10]2[se:11][c:12]([CH:15]=[CH:16][CH2:17][CH3:18])[cH:13][cH:14]2)[cH:8][cH:9]1.[CH3:21][CH2:22][O:23][C:24](=[O:25])[CH3:26]>>[CH2:1]([CH3:2])[O:3][c:4]1[c:5]([F:20])[c:6]([F:19])[c:7](-[c:10]2[se:11][c:12]([CH2:15][CH2:16][CH2:17][CH3:18])[cH:13][cH:14]2)[cH:8][cH:9]1.